Task: describe an organic reaction: reactants, conditions, products, and yield. Dataset: the Open Reaction Database (ORD), a public repository of structured organic reaction records Reactants: C#CCCCCC (1-heptyne), [Li]C (MeLi), Cl[Si]1(CCC1)C (1-chloro-1-methylsilacyclobutane). Run in CCOCC (Et2O). Reaction conditions: time 3 hour. The product is C(#CCCCCC)[Si]1(CCC1)C (1-(1heptynyl)-1-methylsilacyclobutane). Isolated yield 92.0%. Reaction SMILES: [CH:1]#[C:2][CH2:3][CH2:4][CH2:5][CH2:6][CH3:7].[Li]C.Cl[Si:11]1([CH3:15])[CH2:14][CH2:13][CH2:12]1>CCOCC>[C:1]([Si:11]1([CH3:15])[CH2:14][CH2:13][CH2:12]1)#[C:2][CH2:3][CH2:4][CH2:5][CH2:6][CH3:7]. Procedure details: To a solution of 1-heptyne (1.31 mL, d=0.7238, 0.960 g, 10.0 mmol) in Et2O (10 mL) was added a solution of MeLi (9.43 mL, 1.06 M in Et2O, 1.0 equiv) at −78° C. After being stirred for 3 h, 1-chloro-1-methylsilacyclobutane (1.16 mL, 1.0 equiv) was added dropwise to the reaction solution at the same temperature, which was then stirred for another 5 h. The reaction mixture was quenched with H2O (10 mL) and then was extracted with pentane (3×25 mL). The combined organic layers were dried (MgSO4) and... Reactants: COC(C)(C)C, CCOC(=O)C(C)(C)S(=O)(=O)CC1CCOCC1, C1CCOC1, [Na+], [OH-]. The product is CC(C)(C(=O)O)S(=O)(=O)CC1CCOCC1. Reaction SMILES: [C:21]([O:22][CH3:23])([CH3:24])([CH3:25])[CH3:26].[CH2:1]([CH3:2])[O:3][C:4]([C:5]([CH3:6])([S:7](=[O:8])(=[O:9])[CH2:10][CH:11]1[CH2:12][CH2:13][O:14][CH2:15][CH2:16]1)[CH3:17])=[O:18].[CH2:27]1[O:28][CH2:29][CH2:30][CH2:31]1.[Na+:20].[OH-:19]>>[O:3]=[C:4]([C:5]([CH3:6])([S:7](=[O:8])(=[O:9])[CH2:10][CH:11]1[CH2:12][CH2:13][O:14][CH2:15][CH2:16]1)[CH3:17])[OH:18]. Yields the product NCCN1CCN(CCO)CC1. As a reaction SMILES: [Al+3:14].[C:1](#[N:2])[CH2:3][N:4]1[CH2:5][CH2:6][N:7]([CH2:10][CH2:11][OH:12])[CH2:8][CH2:9]1.[CH2:21]1[O:22][CH2:23][CH2:24][CH2:25]1.[CH3:26][CH2:27][OH:28].[H-:13].[H-:16].[H-:17].[H-:18].[Li+:15].[Na+:20].[OH-:19]>>[CH2:1]([NH2:2])[CH2:3][N:4]1[CH2:5][CH2:6][N:7]([CH2:10][CH2:11][OH:12])[CH2:8][CH2:9]1. Reactants: [Al+3], N#CCN1CCN(CCO)CC1, C1CCOC1, CCO, [H-], [H-], [H-], [H-], [Li+], [Na+], [OH-]. The reactants are NC=1C=C(C(=O)NC2=CC(=CC=C2)NC2=NC(=NC=C2Cl)Cl)C=CC1 (3-amino-N-{3-[(2,5-dichloropyrimidin-4-yl)amino]phenyl}benzamide), Cl (hydrogen chloride). The solvent is COCCO (2-methoxyethanol), O1CCOCC1 (1,4-dioxane). Reaction conditions: temperature 150 celsius. The product is Cl.ClC=1C=NC=2NC=3C=CC=C(C(NC4=CC=CC(NC1N2)=C4)=O)C3 (6-Chloro-2,4,8,14,22-pentaazatetracyclo[14.3.1.1(3,7).1(9,13)]docosa-1(20),3(22),4,6,9(21),10,12,16,18-nonaen-15-one hydrochloride). The yield is 121.0%. RXN SMILES: [NH2:1][C:2]1[CH:3]=[C:4]([CH:23]=[CH:24][CH:25]=1)[C:5]([NH:7][C:8]1[CH:13]=[CH:12][CH:11]=[C:10]([NH:14][C:15]2[C:20]([Cl:21])=[CH:19][N:18]=[C:17](Cl)[N:16]=2)[CH:9]=1)=[O:6].Cl>COCCO.O1CCOCC1>[ClH:21].[Cl:21][C:20]1[CH:19]=[N:18][C:17]2[NH:1][C:2]3[CH:25]=[CH:24][CH:23]=[C:4]([CH:3]=3)[C:5](=[O:6])[NH:7][C:8]3[CH:9]=[C:10]([NH:14][C:15]=1[N:16]=2)[CH:11]=[CH:12][CH:13]=3 |f:4.5|. Procedure details: To a solution of 3-amino-N-{3-[(2,5-dichloropyrimidin-4-yl)amino]phenyl}benzamide (20.0 mg, 0.053 mmol) in 2-methoxyethanol (0.295 mL) was added 4.0 M of hydrogen chloride in 1,4-dioxane (67 μL). The resulting mixture was heated at 150° C. in a microwave for 15 min. After filtration of the reaction mixture, the crude was triturated with MeOH/EtOAc to give the desired product as an off-white powder (12 mg, 66%). LCMS for C17H12ClN5O (M+H)+: m/z=337.9. 1H NMR (400 MHz, DMSO-d6): δ 10.32 (s, 1H), 1... The reactants are CC(CO)Nc1nc(Cl)ncc1-c1cccs1, CCOC(=O)N=S(C)(=O)c1ccc(N)cc1. The product is CCOC(=O)N=S(C)(=O)c1ccc(Nc2ncc(-c3cccs3)c(NC(C)CO)n2)cc1. As a reaction SMILES: [Cl:1][c:2]1[n:3][cH:4][c:5](-[c:13]2[s:14][cH:15][cH:16][cH:17]2)[c:6]([NH:8][CH:9]([CH2:10][OH:11])[CH3:12])[n:7]1.[NH2:18][c:19]1[cH:20][cH:21][c:22]([S:25](=[O:26])(=[N:27][C:28](=[O:29])[O:30][CH2:31][CH3:32])[CH3:33])[cH:23][cH:24]1>>[c:2]1([NH:18][c:19]2[cH:20][cH:21][c:22]([S:25](=[O:26])(=[N:27][C:28](=[O:29])[O:30][CH2:31][CH3:32])[CH3:33])[cH:23][cH:24]2)[n:3][cH:4][c:5](-[c:13]2[s:14][cH:15][cH:16][cH:17]2)[c:6]([NH:8][CH:9]([CH2:10][OH:11])[CH3:12])[n:7]1. Starting materials: COCOC1=CC=C(C=C1)/C(/C(=O)O)=C(/CC)\C1=CC=CC=C1 ((E)-2-(4-(methoxymethoxy)phenyl)-3-phenylpent-2-enoic acid), Cl.Cl.CN(CCOC1=CC=C(C=C1)N)C (4-(2-(dimethylamino)ethoxy)benzenamine dihydrochloride), C(C)(C)N(C(C)C)CC (N,N-Diisopropylethylamine), O-Benzotriazoyl-N,N,N′,N′-tetramethyluronium Hexafluorophosphate. Reagents/catalysts: CN(C1=CC=NC=C1)C (4-Dimethylaminopyridine). Solvent: C(Cl)Cl (CH2Cl2). Reaction conditions: temperature 0 celsius, time 10 minute. The product is CN(CCOC1=CC=C(C=C1)NC(\C(=C(/CC)\C1=CC=CC=C1)\C1=CC=C(C=C1)OCOC)=O)C ((E)-N-(4-(2-(dimethylamino)ethoxy)phenyl)-2-(4-(methoxymethoxy)phenyl)-3-phenylpent-2-enamide). Yield: 65.0%. As a reaction SMILES: [CH3:1][O:2][CH2:3][O:4][C:5]1[CH:10]=[CH:9][C:8](/[C:11](=[C:15](\[C:18]2[CH:23]=[CH:22][CH:21]=[CH:20][CH:19]=2)/[CH2:16][CH3:17])/[C:12]([OH:14])=O)=[CH:7][CH:6]=1.Cl.Cl.[CH3:26][N:27]([CH3:38])[CH2:28][CH2:29][O:30][C:31]1[CH:36]=[CH:35][C:34]([NH2:37])=[CH:33][CH:32]=1.C(N(CC)C(C)C)(C)C>CN(C)C1C=CN=CC=1.C(Cl)Cl>[CH3:26][N:27]([CH3:38])[CH2:28][CH2:29][O:30][C:31]1[CH:36]=[CH:35][C:34]([NH:37][C:12](=[O:14])/[C:11](/[C:8]2[CH:9]=[CH:10][C:5]([O:4][CH2:3][O:2][CH3:1])=[CH:6][CH:7]=2)=[C:15](/[C:18]2[CH:23]=[CH:22][CH:21]=[CH:20][CH:19]=2)\[CH2:16][CH3:17])=[CH:33][CH:32]=1 |f:1.2.3|. Procedure details: To a mixture of 3 (2.90 g, 9.28 mmol), 4-(2-(dimethylamino)ethoxy)benzenamine dihydrochloride (2.58 g, 10.2 mmol), 4-Dimethylaminopyridine (56.7 mg, 0.464 mmol) in CH2Cl2 (100 ml) was added O-Benzotriazoyl-N,N,N′,N′-tetramethyluronium Hexafluorophosphate (3.87 g, 10.2 mmol) under ice cooling, and the mixture was stirred at 0° C. for 10 min. Then N,N-Diisopropylethylamine (4.19 g, 32.4 mmol) was added under ice cooling. The mixture was stirred at 0° C. for 5 min, and at room temperature for 15 h.... The reactants are heptanes, CC1=C(C=CC=C1O)C(=O)N[C@@H](CSC=2C=CC=CC2)[C@@H](CN3C[C@H]4CCCC[C@H]4C[C@H]3C(=O)NC(C)(C)C)O (Nelfinavir), CO (methanol), CS(=O)(=O)O (methanesulfonic acid). Run in hexanes, C(C)OCC (diethyl ether), C(C)(C)(C)OC (methyl t-butyl ether), C1CCOC1 (THF), C(C)O (ethanol), C1CCOC1 (THF), C(C)OCC (Diethyl ether). The product is CC1=C(C=CC=C1O)C(=O)N[C@@H](CSC=2C=CC=CC2)[C@@H](CN3C[C@H]4CCCC[C@H]4C[C@H]3C(=O)NC(C)(C)C)O.CS(=O)(=O)O (nelfinavir mesylate). RXN SMILES: [CH3:1][C:2]1[C:7]([OH:8])=[CH:6][CH:5]=[CH:4][C:3]=1[C:9]([NH:11][C@H:12]([C@H:21]([OH:40])[CH2:22][N:23]1[C@H:32]([C:33]([NH:35][C:36]([CH3:39])([CH3:38])[CH3:37])=[O:34])[CH2:31][C@H:30]2[C@H:25]([CH2:26][CH2:27][CH2:28][CH2:29]2)[CH2:24]1)[CH2:13][S:14][C:15]1[CH:16]=[CH:17][CH:18]=[CH:19][CH:20]=1)=[O:10].CO.[CH3:43][S:44]([OH:47])(=[O:46])=[O:45]>C(OCC)C.C(OC)(C)(C)C.C1COCC1.C(O)C>[CH3:1][C:2]1[C:7]([OH:8])=[CH:6][CH:5]=[CH:4][C:3]=1[C:9]([NH:11][C@H:12]([C@H:21]([OH:40])[CH2:22][N:23]1[C@H:32]([C:33]([NH:35][C:36]([CH3:38])([CH3:37])[CH3:39])=[O:34])[CH2:31][C@H:30]2[C@H:25]([CH2:26][CH2:27][CH2:28][CH2:29]2)[CH2:24]1)[CH2:13][S:14][C:15]1[CH:20]=[CH:19][CH:18]=[CH:17][CH:16]=1)=[O:10].[CH3:43][S:44]([OH:47])(=[O:46])=[O:45] |f:7.8|. Procedure: Nelfinavir free base is slurried or dissolved in a suitable solvent (such as THF, methanol, or ethanol). THF is the preferred solvent. A molar equivalent amount of methanesulfonic acid is added, and the mixture is stirred until all solids dissolve. The solution is added to several volumes of an antisolvent (such as methyl t-butyl ether, diethyl ether, hexanes, or heptanes) that is rapidly stirring. Diethyl ether is the preferred antisolvent. After stirring, the mixture is filtered and washed wit... Reaction SMILES: [CH3:38][CH2:39][N:40]=[C:41]=[N:42][CH2:43][CH2:44][CH2:45][N:46]([CH3:47])[CH3:48].[CH3:52][c:53]1[c:54]([NH:60][CH:61]2[CH2:62][CH2:63][NH:64][CH2:65][CH2:66]2)[cH:55][cH:56][c:57]([CH3:59])[cH:58]1.[CH:19]([N:20]([CH2:21][CH3:22])[CH:23]([CH3:24])[CH3:25])([CH3:26])[CH3:27].[ClH:49].[ClH:50].[ClH:51].[O:67]=[CH:68][N:69]([CH3:70])[CH3:71].[OH2:72].[OH:28][n:29]1[c:30]2[c:31]([cH:32][cH:33][cH:34][cH:35]2)[n:36][n:37]1.[c:1]1(-[c:7]2[cH:8][c:9]([C:12](=[O:13])[NH:14][CH2:15][C:16](=[O:17])[OH:18])[n:10][nH:11]2)[cH:2][cH:3][cH:4][cH:5][cH:6]1>>[c:1]1(-[c:7]2[cH:8][c:9]([C:12](=[O:13])[NH:14][CH2:15][C:16](=[O:18])[N:64]3[CH2:63][CH2:62][CH:61]([NH:60][c:54]4[c:53]([CH3:52])[cH:58][c:57]([CH3:59])[cH:56][cH:55]4)[CH2:66][CH2:65]3)[n:10][nH:11]2)[cH:2][cH:3][cH:4][cH:5][cH:6]1. Yields the product Cc1ccc(NC2CCN(C(=O)CNC(=O)c3cc(-c4ccccc4)[nH]n3)CC2)c(C)c1. The reactants are CCN=C=NCCCN(C)C, Cc1ccc(NC2CCNCC2)c(C)c1, CCN(C(C)C)C(C)C, Cl, Cl, Cl, CN(C)C=O, O, On1nnc2ccccc21, O=C(O)CNC(=O)c1cc(-c2ccccc2)[nH]n1. Reactants: CO (MeOH), FC(C=1C=C(C=CC1)NC=1NC(=NN1)C1=CC=C(C=C1)O)(F)F (4-(5-{[3-(trifluoromethyl)phenyl]amino}-4H-1,2,4-triazol-3-yl)phenol), NC1=NC(=CC(=N1)Cl)OC (2-amino-4-chloro-6-methoxypyrimidine), C(=O)([O-])[O-].[Cs+].[Cs+] (Cs2CO3). The solvent is O1CCOCC1 (dioxane). The product is COC1=NC(=NC(=C1)OC1=CC=C(C=C1)C1=NN=C(N1)NC1=CC(=CC=C1)C(F)(F)F)N (4-Methoxy-6-[4-(5-{[3-(trifluoromethyl)phenyl]amino}-4H-1,2,4-triazol-3-yl)phenoxyl]pyrimidin-2-amine). Isolated yield 40.5%. As a reaction SMILES: [F:1][C:2]([F:23])([F:22])[C:3]1[CH:4]=[C:5]([NH:9][C:10]2[NH:11][C:12]([C:15]3[CH:20]=[CH:19][C:18]([OH:21])=[CH:17][CH:16]=3)=[N:13][N:14]=2)[CH:6]=[CH:7][CH:8]=1.C([O-])([O-])=O.[Cs+].[Cs+].[NH2:30][C:31]1[N:36]=[C:35](Cl)[CH:34]=[C:33]([O:38][CH3:39])[N:32]=1.CO>O1CCOCC1>[CH3:39][O:38][C:33]1[CH:34]=[C:35]([O:21][C:18]2[CH:19]=[CH:20][C:15]([C:12]3[NH:11][C:10]([NH:9][C:5]4[CH:6]=[CH:7][CH:8]=[C:3]([C:2]([F:22])([F:1])[F:23])[CH:4]=4)=[N:14][N:13]=3)=[CH:16][CH:17]=2)[N:36]=[C:31]([NH2:30])[N:32]=1 |f:1.2.3|. Procedure details: 4-(5-{[3-(trifluoromethyl)phenyl]amino}-4H-1,2,4-triazol-3-yl)phenol (100 mg, 0.31 mmol) was dissolved in 3 mL of anhydrous dioxane in 2-5 mL microwave vial (Personal Chemistry). Solid Cs2CO3 (101.7 mg, 0.31 mmol) was added, followed by 2-amino-4-chloro-6-methoxypyrimidine (55.0 mg, 0.34 mmol). The vial was capped and microwaved at 200° C. for 15 min. Then ca. 3 mL of MeOH was added to dissolve the formed suspension. The resulting reddish-brown solution was transferred into a round-bottom flask ... Reactants: OC1(CCC2=CC=CC=C12)CN (1-hydroxyindanylmethylamine), Cl (HCl). Run in C(C)O (ethanol). Yields the product Cl.C1C=C(C2=CC=CC=C12)CN ((1H-indene-3-yl)methylamine hydrochloride). The yield is 85.0%. As a reaction SMILES: O[C:2]1([CH2:11][NH2:12])[C:10]2[C:5](=[CH:6][CH:7]=[CH:8][CH:9]=2)[CH2:4][CH2:3]1.[ClH:13]>C(O)C>[ClH:13].[CH2:4]1[C:5]2[C:10](=[CH:9][CH:8]=[CH:7][CH:6]=2)[C:2]([CH2:11][NH2:12])=[CH:3]1 |f:3.4|. Procedure details: Two and three-tenth g of 1-hydroxyindanylmethylamine is dissolved in 100 ml of ethanol saturated with HCl . Reaction mixture is refluxed overnight. It is cooled to room temperature and volatiles are evaporated under reduced pressure. The residue is stirred with 300 ml anhydrous ether. Precipitated solid is filtered and dried affording 2.2 g (85%) of the (1H-indene-3-yl)methylamine hydrochloride having a melting point of 245° C. decomp.